Task: describe an organic reaction: reactants, conditions, products, and yield. Dataset: the Open Reaction Database (ORD), a public repository of structured organic reaction records RXN SMILES: [Cl:1][N:2]1[C:3](=[O:4])[CH2:5][CH2:6][C:7]1=[O:8].[Cl:9][c:10]1[cH:11][cH:12][c:13]([C:31]#[N:32])[c:14]([NH:16][CH:17]2[CH:18]([NH:23][C:24]([O:25][C:26]([CH3:27])([CH3:28])[CH3:29])=[O:30])[CH2:19][CH2:20][CH2:21][CH2:22]2)[cH:15]1.[O:33]=[CH:34][N:35]([CH3:36])[CH3:37]>>[Cl:1][c:11]1[c:10]([Cl:9])[cH:15][c:14]([NH:16][CH:17]2[CH:18]([NH:23][C:24]([O:25][C:26]([CH3:27])([CH3:28])[CH3:29])=[O:30])[CH2:19][CH2:20][CH2:21][CH2:22]2)[c:13]([C:31]#[N:32])[cH:12]1. Yields the product CC(C)(C)OC(=O)NC1CCCCC1Nc1cc(Cl)c(Cl)cc1C#N. The reactants are O=C1CCC(=O)N1Cl, CC(C)(C)OC(=O)NC1CCCCC1Nc1cc(Cl)ccc1C#N, CN(C)C=O. The reactants are C(C)(=O)SCC1C(N[C@@H](CSCCCCCCC1)C(=O)O)=O ((3R)-6-(Acetylthiomethyl)-5-oxo-1-thia-4-azacyclotridecane-3-carboxylic acid), C([O-])([O-])=O.[Cs+].[Cs+] (cesium carbonate), C(C1=CC=CC=C1)Br (benzyl bromide). Solvent: O (water). Reaction conditions: time 8 hour. Yields the product C(C)(=O)SCC1C(N[C@@H](CSCCCCCCC1)C(=O)OCC1=CC=CC=C1)=O (benzyl (3R)-6-(acetylthiomethyl)-5-oxo-1-thia-4-azacyclotridecane-3-carboxylate). RXN SMILES: [C:1]([S:4][CH2:5][CH:6]1[CH2:18][CH2:17][CH2:16][CH2:15][CH2:14][CH2:13][CH2:12][S:11][CH2:10][C@@H:9]([C:19]([OH:21])=[O:20])[NH:8][C:7]1=[O:22])(=[O:3])[CH3:2].C(=O)([O-])[O-].[Cs+].[Cs+].[CH2:29](Br)[C:30]1[CH:35]=[CH:34][CH:33]=[CH:32][CH:31]=1>O>[C:1]([S:4][CH2:5][CH:6]1[CH2:18][CH2:17][CH2:16][CH2:15][CH2:14][CH2:13][CH2:12][S:11][CH2:10][C@@H:9]([C:19]([O:21][CH2:29][C:30]2[CH:35]=[CH:34][CH:33]=[CH:32][CH:31]=2)=[O:20])[NH:8][C:7]1=[O:22])(=[O:3])[CH3:2] |f:1.2.3|. Procedure: (3R)-6-(Acetylthiomethyl)-5-oxo-1-thia-4-azacyclotridecane-3-carboxylic acid (0.62 g, 1.78 mmol) is dissolved in dimethylformide (8 ml) and cesium carbonate (0.64 g, 1.96 mmol) is added, followed by benzyl bromide (0.31 g, 1.78 mmol). The mixture is stirred overnight at room temperature, poured into water (300 ml) and extracted with ethyl acetate (2×100 ml). The combined organic layers are washed with water (2×100 ml), brine (1×200 ml), dried (MgSO4) and the solvent is evaporated. Silica gel chr... Starting materials: COC(OC)N(C)C, Cc1ccccc1, CC(C)(C)OC(=O)N1CCN(c2ncc(Br)c(N)n2)CC1. The product is CN(C)C=Nc1nc(N2CCN(C(=O)OC(C)(C)C)CC2)ncc1Br. RXN SMILES: [CH3:22][O:23][CH:24]([N:25]([CH3:26])[CH3:27])[O:28][CH3:29].[CH3:30][c:31]1[cH:32][cH:33][cH:34][cH:35][cH:36]1.[NH2:1][c:2]1[n:3][c:4]([N:9]2[CH2:10][CH2:11][N:12]([C:15](=[O:16])[O:17][C:18]([CH3:19])([CH3:20])[CH3:21])[CH2:13][CH2:14]2)[n:5][cH:6][c:7]1[Br:8]>>[N:1]([c:2]1[n:3][c:4]([N:9]2[CH2:10][CH2:11][N:12]([C:15](=[O:16])[O:17][C:18]([CH3:19])([CH3:20])[CH3:21])[CH2:13][CH2:14]2)[n:5][cH:6][c:7]1[Br:8])=[CH:24][N:25]([CH3:26])[CH3:27]. The reactants are BrC=1C=CC=C2C(=C(NC12)C(=O)OCC)CCCOC1=CC=CC2=CC=CC=C12 (ethyl 7-bromo-3-(3-(naphthalen-1-yloxy)propyl)-1H-indole-2-carboxylate), EXAMPLE 420B, C(=O)([O-])[O-].[Na+].[Na+] (Na2CO3). The reagents and catalysts are C=1C=CC(=CC1)[P](C=2C=CC=CC2)(C=3C=CC=CC3)[Pd]([P](C=4C=CC=CC4)(C=5C=CC=CC5)C=6C=CC=CC6)([P](C=7C=CC=CC7)(C=8C=CC=CC8)C=9C=CC=CC9)[P](C=1C=CC=CC1)(C=1C=CC=CC1)C=1C=CC=CC1 (tetrakis(triphenylphosphine)palladium). Solvent: C(OC)COC.CCO.O (dimethoxyethane EtOH H2O). Product: C1(=CC=CC2=CC=CC=C12)OCCCC1=C(NC2=C(C=CC=C12)C1=C(C=CC=C1)C#CC)C(=O)O (3-(3-(1-naphthyloxy)propyl)-7-(2-prop-1-ynylphenyl)-1H-indole-2-carboxylic acid). Reaction SMILES: Br[C:2]1[CH:3]=[CH:4][CH:5]=[C:6]2[C:10]=1[NH:9][C:8]([C:11]([O:13]CC)=[O:12])=[C:7]2[CH2:16][CH2:17][CH2:18][O:19][C:20]1[C:29]2[C:24](=[CH:25][CH:26]=[CH:27][CH:28]=2)[CH:23]=[CH:22][CH:21]=1.C([O-])([O-])=O.[Na+].[Na+]>C(COC)OC.CCO.O.C1C=CC([P]([Pd]([P](C2C=CC=CC=2)(C2C=CC=CC=2)C2C=CC=CC=2)([P](C2C=CC=CC=2)(C2C=CC=CC=2)C2C=CC=CC=2)[P](C2C=CC=CC=2)(C2C=CC=CC=2)C2C=CC=CC=2)(C2C=CC=CC=2)C2C=CC=CC=2)=CC=1>[C:20]1([O:19][CH2:18][CH2:17][CH2:16][C:7]2[C:6]3[C:10](=[C:2]([C:5]4[CH:4]=[CH:3][CH:2]=[CH:10][C:6]=4[C:7]#[C:8][CH3:11])[CH:3]=[CH:4][CH:5]=3)[NH:9][C:8]=2[C:11]([OH:13])=[O:12])[C:29]2[C:24](=[CH:25][CH:26]=[CH:27][CH:28]=2)[CH:23]=[CH:22][CH:21]=1 |f:1.2.3,4.5.6,^1:49,51,70,89|. Procedure details: A suspension of EXAMPLE 1C (0.034 g, 0.075 mmol), EXAMPLE 420B (0.1 g, 0.68 mmol), tetrakis(triphenylphosphine)palladium (0.004 g, 0.006 mmol), and solution of Na2CO3 (2M, 0.5 ml, 1 mmol) in dimethoxyethane/EtOH/H2O (7/2/3) 3 mL was heated under microwave conditions at 150 C for 30 min. The reaction mixture was quenched with aq. HCl (1M, 0.4 mL) and product extracted with ethyl acetate (3×7 mL). The organic phases were filtered through a drying cartridge (MgSO4, Alltech Asoc., 2 g) and concentra... Reactants: NC1=C(C(=O)O)C(=CC=N1)O (2-amino-4-hydroxynicotinic acid), C(C)Br (ethyl bromide). Yields the product NC1=C(C(=O)O)C=CC=N1 (2-aminonicotinic acid). RXN SMILES: [NH2:1][C:2]1[N:10]=[CH:9][CH:8]=[C:7](O)[C:3]=1[C:4]([OH:6])=[O:5].C(Br)C>>[NH2:1][C:2]1[N:10]=[CH:9][CH:8]=[CH:7][C:3]=1[C:4]([OH:6])=[O:5]. Procedure: By substituting 2-amino-4-ethoxynicotinic acid (prepared by reaction of the 2-amino-4-hydroxynicotinic acid with ethyl bromide in accordance with the procedure of Yale and Pluscec, supra.) for the 2-aminonicotinic acid in Example 4, there is obtained the named compound.